Task: describe an organic reaction: reactants, conditions, products, and yield. Dataset: the Open Reaction Database (ORD), a public repository of structured organic reaction records Reactants: CC(C)(C)OC(=O)N1CCC(Nc2nc(Cl)ccc2[N+](=O)[O-])CC1, C1CCOC1, CNC, CO, ClCCl. Yields the product CN(C)c1ccc([N+](=O)[O-])c(NC2CCN(C(=O)OC(C)(C)C)CC2)n1. As a reaction SMILES: [C:1]([CH3:2])([CH3:3])([CH3:4])[O:5][C:6](=[O:7])[N:8]1[CH2:9][CH2:10][CH:11]([NH:14][c:15]2[n:16][c:17]([Cl:24])[cH:18][cH:19][c:20]2[N+:21](=[O:22])[O-:23])[CH2:12][CH2:13]1.[CH2:33]1[O:34][CH2:35][CH2:36][CH2:37]1.[CH3:25][NH:26][CH3:27].[CH3:28][OH:29].[Cl:30][CH2:31][Cl:32]>>[C:1]([CH3:2])([CH3:3])([CH3:4])[O:5][C:6](=[O:7])[N:8]1[CH2:9][CH2:10][CH:11]([NH:14][c:15]2[n:16][c:17]([N:26]([CH3:25])[CH3:27])[cH:18][cH:19][c:20]2[N+:21](=[O:22])[O-:23])[CH2:12][CH2:13]1. Reactants: NC(C#CC1=CC=C(C=C1)[C@H](C)N1C(O[C@](CC1)(C1=CC=CC=C1)CC(C)(C)O)=O)(C)C ((S)-3-((S)-1-(4-(3-amino-3-methylbut-1-ynyl)phenyl)ethyl)-6-(2-hydroxy-2-methylpropyl)-6-phenyl-1,3-oxazinan-2-one), C[Si](C)(C)N=C=O (trimethylsilyl isocyanate). The product is OC(C[C@@]1(CCN(C(O1)=O)[C@@H](C)C1=CC=C(C=C1)C#CC(C)(C)NC(=O)N)C1=CC=CC=C1)(C)C (1-(4-(4-((S)-1-((S)-6-(2-hydroxy-2-methylpropyl)-2-oxo-6-phenyl-1,3-oxazinan-3-yl)ethyl)phenyl)-2-methylbut-3-yn-2-yl)urea). Reaction SMILES: [NH2:1][C:2]([CH3:32])([CH3:31])[C:3]#[C:4][C:5]1[CH:10]=[CH:9][C:8]([C@@H:11]([N:13]2[CH2:18][CH2:17][C@:16]([CH2:25][C:26]([OH:29])([CH3:28])[CH3:27])([C:19]3[CH:24]=[CH:23][CH:22]=[CH:21][CH:20]=3)[O:15][C:14]2=[O:30])[CH3:12])=[CH:7][CH:6]=1.C[Si]([N:37]=[C:38]=[O:39])(C)C>>[OH:29][C:26]([CH3:27])([CH3:28])[CH2:25][C@@:16]1([C:19]2[CH:20]=[CH:21][CH:22]=[CH:23][CH:24]=2)[O:15][C:14](=[O:30])[N:13]([C@H:11]([C:8]2[CH:9]=[CH:10][C:5]([C:4]#[C:3][C:2]([NH:1][C:38]([NH2:37])=[O:39])([CH3:31])[CH3:32])=[CH:6][CH:7]=2)[CH3:12])[CH2:18][CH2:17]1. Procedure details: The title compound was prepared following a procedure analogous to that described in Example 15 using (S)-3-((S)-1-(4-(3-amino-3-methylbut-1-ynyl)phenyl)ethyl)-6-(2-hydroxy-2-methylpropyl)-6-phenyl-1,3-oxazinan-2-one and trimethylsilyl isocyanate. LC-MS Method 1 tR=1.43 min, m/z=463; 1H NMR (CDCl3) 1.12 (s, 3H), 1.18 (s, 3H), 1.47 (d, 3H), 1.67 (s, 6H), 2.10-2.30 (4H), 2.38 (m, 1H), 2.77 (m, 1H), 5.58 (q, 1H), 6.78 (d, 1H), 7.08 (d, 1H), 7.30-7.40 (5H). Reactants: diethyl ester, C(C)OC(=O)C(CCC1=CC=CC=C1)NC1CSC=2C(N(C1=O)CC(=O)OCC)CC=CC2 ((±)-Dihydro-3-[[1-(Ethoxycarbonyl)-3-phenylpropyl]amino]-4-oxo-1,5-benzothiazepine-5(2H)acetic acid, ethyl ester), [OH-].[Na+] (sodium hydroxide). Product: C(=O)(O)C(CCC1=CC=CC=C1)NC1CSC=2C(N(C1=O)CC(=O)O)CC=CC2 ((±)-dihydro-3-[(1-carboxy-3-phenylpropyl)amino]-4-oxo-1,5-benzothiazepine-5(2H)-acetic acid). As a reaction SMILES: C([O:3][C:4]([CH:6]([NH:15][CH:16]1[C:22](=[O:23])[N:21]([CH2:24][C:25]([O:27]CC)=[O:26])[CH:20]2[CH2:30][CH:31]=[CH:32][CH:33]=[C:19]2[S:18][CH2:17]1)[CH2:7][CH2:8][C:9]1[CH:14]=[CH:13][CH:12]=[CH:11][CH:10]=1)=[O:5])C.[OH-].[Na+]>>[C:4]([CH:6]([NH:15][CH:16]1[C:22](=[O:23])[N:21]([CH2:24][C:25]([OH:27])=[O:26])[CH:20]2[CH2:30][CH:31]=[CH:32][CH:33]=[C:19]2[S:18][CH2:17]1)[CH2:7][CH2:8][C:9]1[CH:10]=[CH:11][CH:12]=[CH:13][CH:14]=1)([OH:5])=[O:3] |f:1.2|. Reported procedure: The diethyl ester product from part (f) is treated with sodium hydroxide according to the procedure of Example 1(h) to yield (±)-dihydro-3-[(1-carboxy-3-phenylpropyl)amino]-4-oxo-1,5-benzothiazepine-5(2H)-acetic acid. The reactants are ON1C(=NC2=NC=C(C=C21)Cl)C(F)(F)F (1-hydroxy-6-chloro-2-(trifluoromethyl)-1H-imidazo [4,5-b] pyridine), S(=O)(Br)Br (thionyl bromide). Yields the product ClC=1C=C2C(=NC1)N=C(N2)C(F)(F)F (6-chloro-2-(trifluoromethyl)-1H-imidazo [4,5-b] pyridine). As a reaction SMILES: O[N:2]1[C:10]2[C:5](=[N:6][CH:7]=[C:8]([Cl:11])[CH:9]=2)[N:4]=[C:3]1[C:12]([F:15])([F:14])[F:13].S(Br)(Br)=O>>[Cl:11][C:8]1[CH:9]=[C:10]2[NH:2][C:3]([C:12]([F:13])([F:14])[F:15])=[N:4][C:5]2=[N:6][CH:7]=1. Procedure: Also, 6-chloro-2-(trifluoromethyl)-1H-imidazo [4,5-b] pyridine was prepared by reduction of 1-hydroxy-6-chloro-2-(trifluoromethyl)-1H-imidazo [4,5-b] pyridine with thionyl bromide.